From a dataset of the Open Reaction Database (ORD), a public repository of structured organic reaction records. describe an organic reaction: reactants, conditions, products, and yield The reactants are COc1ccc(N)cc1, O=C(Cl)c1cccc(S(=O)(=O)Cl)c1. The product is COc1ccc(NC(=O)c2cccc(S(=O)(=O)Cl)c2)cc1. As a reaction SMILES: [CH3:1][O:2][c:3]1[cH:4][cH:5][c:6]([NH2:7])[cH:8][cH:9]1.[Cl:10][S:11](=[O:12])(=[O:13])[c:14]1[cH:15][c:16]([C:17](=[O:18])[Cl:19])[cH:20][cH:21][cH:22]1>>[CH3:1][O:2][c:3]1[cH:4][cH:5][c:6]([NH:7][C:17]([c:16]2[cH:15][c:14]([S:11]([Cl:10])(=[O:12])=[O:13])[cH:22][cH:21][cH:20]2)=[O:18])[cH:8][cH:9]1. Starting materials: ice water, Cl (hydrochloric acid), C(C)OC=O (formic acid ethyl ester), CC[O-].[Na+] (sodium ethylate), CC(C)(C(COC1=CC=C(C=C1)F)=O)C (2,2-dimethyl-4-(4-fluorophenoxy)-butan-3-one). Run in C(C)O (ethanol). Conditions: time 96 hour. Product: OC=C(C(C(C)(C)C)=O)OC1=CC=C(C=C1)F (1-hydroxy-2-(4-fluorophenoxy)-4,4-dimethyl-penten-3-one). The yield is 35.7%. As a reaction SMILES: [CH2:1]([O:3]C=O)C.CC[O-].[Na+].[CH3:10][C:11]([CH3:24])([C:13](=[O:23])[CH2:14][O:15][C:16]1[CH:21]=[CH:20][C:19]([F:22])=[CH:18][CH:17]=1)[CH3:12].Cl>C(O)C>[OH:3][CH:1]=[C:14]([O:15][C:16]1[CH:17]=[CH:18][C:19]([F:22])=[CH:20][CH:21]=1)[C:13](=[O:23])[C:11]([CH3:24])([CH3:10])[CH3:12] |f:1.2|. Reported procedure: 163 g (2.2 mol) of formic acid ethyl ester were added dropwise to a solution of 136 g of sodium ethylate in 1,500 ml of ethanol at 0° C. 420 g (2 mol) of 2,2-dimethyl-4-(4-fluorophenoxy)-butan-3-one were then slowly stirred in at 0° C. After a reaction time of 24 hours at 0° C., the mixture was allowed to warm to room temperature and was subsequently stirred at this temperature for a further 96 hours. The reaction mixture was poured onto 5,000 ml of ice-water and the organic phase was separated ... Yield: 97.0%. Reported procedure: A mixture of rac-(2S,3S,4S)-2-(3-chloro-2-fluoro-phenyl)-3-(4-chloro-2-fluoro-phenyl)-4-(2,2-dimethyl-propyl)-1-(6-oxo-1,6-dihydro-pyridine-3-carbonyl)-pyrrolidine-3-carbonitrile (15.1 mg, 0.0277 mmol, example 40), cesium carbonate (27 mg, 0.0829 mmol, Aldrich) in DMF (3 mL) and iodomethane was stirred at room temp. for 3 hrs before it was diluted with EtOAc, washed with water and brine, dried and concentrated. The residue was purified by flash column to give rac-(2S,3S,4S)-2-(3-chloro-2-fluoro-... RXN SMILES: [Cl:1][C:2]1[C:3]([F:37])=[C:4]([CH:8]2[C:12]([C:15]3[CH:20]=[CH:19][C:18]([Cl:21])=[CH:17][C:16]=3[F:22])([C:13]#[N:14])[CH:11]([CH2:23][C:24]([CH3:27])([CH3:26])[CH3:25])[CH2:10][N:9]2[C:28]([C:30]2[CH:35]=[CH:34][C:33](=[O:36])[NH:32][CH:31]=2)=[O:29])[CH:5]=[CH:6][CH:7]=1.[C:38](=O)([O-])[O-].[Cs+].[Cs+]>CN(C=O)C.IC.CCOC(C)=O>[Cl:1][C:2]1[C:3]([F:37])=[C:4]([CH:8]2[C:12]([C:15]3[CH:20]=[CH:19][C:18]([Cl:21])=[CH:17][C:16]=3[F:22])([C:13]#[N:14])[CH:11]([CH2:23][C:24]([CH3:25])([CH3:26])[CH3:27])[CH2:10][N:9]2[C:28]([C:30]2[CH:35]=[CH:34][C:33](=[O:36])[N:32]([CH3:38])[CH:31]=2)=[O:29])[CH:5]=[CH:6][CH:7]=1 |f:1.2.3|. Reactants: ClC=1C(=C(C=CC1)C1N(CC(C1(C#N)C1=C(C=C(C=C1)Cl)F)CC(C)(C)C)C(=O)C1=CNC(C=C1)=O)F (rac-(2S,3S,4S)-2-(3-chloro-2-fluoro-phenyl)-3-(4-chloro-2-fluoro-phenyl)-4-(2,2-dimethyl-propyl)-1-(6-oxo-1,6-dihydro-pyridine-3-carbonyl)-pyrrolidine-3-carbonitrile), C([O-])([O-])=O.[Cs+].[Cs+] (cesium carbonate). Conditions: time 3 hour. Solvent: CN(C)C=O (DMF), IC (iodomethane), CCOC(=O)C (EtOAc). The product is ClC=1C(=C(C=CC1)C1N(CC(C1(C#N)C1=C(C=C(C=C1)Cl)F)CC(C)(C)C)C(=O)C1=CN(C(C=C1)=O)C)F (rac-(2S,3S,4S)-2-(3-chloro-2-fluoro-phenyl)-3-(4-chloro-2-fluoro-phenyl)-4-(2,2-dimethyl-propyl)-1-(1-methyl-6-oxo-1,6-dihydro-pyridine-3-carbonyl)-pyrrolidine-3-carbonitrile). The reactants are C=CC1(C(=O)OC(C)(C)C)CC(=O)N(C(C)c2ccccc2)C1, C=CCBr, C[Si](C)(C)[N-][Si](C)(C)C, [Cl-], [Li+], [NH4+], C1CCOC1. Yields the product C=CCC1C(=O)N(C(C)c2ccccc2)CC1(C=C)C(=O)OC(C)(C)C. Reaction SMILES: [C:1]([CH3:2])([CH3:3])([CH3:4])[O:5][C:6](=[O:7])[C:8]1([CH:22]=[CH2:23])[CH2:9][N:10]([CH:14]([CH3:15])[c:16]2[cH:17][cH:18][cH:19][cH:20][cH:21]2)[C:11](=[O:13])[CH2:12]1.[CH2:24]([CH:25]=[CH2:26])[Br:27].[CH3:28][Si:29]([CH3:30])([CH3:31])[N-:32][Si:33]([CH3:34])([CH3:35])[CH3:36].[Cl-:38].[Li+:37].[NH4+:39].[O:40]1[CH2:41][CH2:42][CH2:43][CH2:44]1>>[C:1]([CH3:2])([CH3:3])([CH3:4])[O:5][C:6](=[O:7])[C:8]1([CH:22]=[CH2:23])[CH2:9][N:10]([CH:14]([CH3:15])[c:16]2[cH:17][cH:18][cH:19][cH:20][cH:21]2)[C:11](=[O:13])[CH:12]1[CH2:26][CH:25]=[CH2:24]. The reactants are BrC1=NC2=CC=CC=C2C=C1OC1=CC=NC2=CC(=C(C=C12)OC)OC (4-(2-Bromo-quinolin-3-yloxy)-6,7-dimethoxy-quinoline), N1=CC(=CC=C1)B(O)O (3-pyridineboronic acid), C([O-])([O-])=O.[K+].[K+] (potassium carbonate), BrC1=NC2=CC=CC=C2C=C1OC1=CC=NC2=CC(=C(C=C12)OC)OC (4-(2-Bromo-quinolin-3-yloxy)-6,7-dimethoxy-quinoline), tetrakistriphenylphosphine palladium(0). Solvent: CN(C=O)C (N,N-dimethylformamide). Yields the product COC=1C=C2C(=CC=NC2=CC1OC)OC=1C(=NC2=CC=CC=C2C1)C=1C=NC=CC1 (6,7-Dimethoxy-4-(2-pyridin-3-yl-quinolin-3-yloxy)-quinoline). Isolated yield 32.1%. As a reaction SMILES: Br[C:2]1[C:11]([O:12][C:13]2[C:22]3[C:17](=[CH:18][C:19]([O:25][CH3:26])=[C:20]([O:23][CH3:24])[CH:21]=3)[N:16]=[CH:15][CH:14]=2)=[CH:10][C:9]2[C:4](=[CH:5][CH:6]=[CH:7][CH:8]=2)[N:3]=1.[N:27]1[CH:32]=[CH:31][CH:30]=[C:29](B(O)O)[CH:28]=1.C(=O)([O-])[O-].[K+].[K+]>CN(C)C=O>[CH3:24][O:23][C:20]1[CH:21]=[C:22]2[C:17](=[CH:18][C:19]=1[O:25][CH3:26])[N:16]=[CH:15][CH:14]=[C:13]2[O:12][C:11]1[C:2]([C:29]2[CH:28]=[N:27][CH:32]=[CH:31][CH:30]=2)=[N:3][C:4]2[C:9]([CH:10]=1)=[CH:8][CH:7]=[CH:6][CH:5]=2 |f:2.3.4|. Reported procedure: 4-(2-Bromo-quinolin-3-yloxy)-6,7-dimethoxy-quinoline (compound 281) (50 mg), tetrakistriphenylphosphine palladium(0) (14 mg), and 3-pyridineboronic acid (42 mg) were suspended in a mixed solvent composed of N,N-dimethylformamide (1 ml) and a 2 N aqueous potassium carbonate solution (1 ml), and the mixture was stirred at 80° C. for 3 hr. The reaction solution was cooled to room temperature, the reaction solution was then filtered, and the solvent was removed from the filtrate by distillation unde... Starting materials: [I-].CN1C([CH2+]=CC=C1)C(=O)[C@@]1(C[C@@H](O[C@@H]1C(O)C(C(C)(C)C)=O)N1C(=O)NC(=O)C(C(F)(F)F)=C1)O (3'-(1-Methyl-3-pyridiniumcarbonyl)-5'-pivaloyltrifluorothymidine iodide), C(C)(=O)OCC (ethyl acetate), C(=O)(O)[O-].[Na+] (NaHCO3), [O-]S(=O)S(=O)[O-].[Na+].[Na+] (Na2S2O4), resultant mixture. Run in O (water). The product is CN1C=C(CC=C1)C(=O)[C@@]1(C[C@@H](O[C@@H]1C(O)C(C(C)(C)C)=O)N1C(=O)NC(=O)C(C(F)(F)F)=C1)O (3'-(1,4-Dihydro-1-methyl-3-pyridinyl carbonyl) -5'-pivaloyltrifluorothymidine). As a reaction SMILES: [I-].CN1C=CC=[CH2+]C1[C:9]([C@@:11]1([OH:36])[C@@H:15]([CH:16]([C:18](=[O:23])[C:19]([CH3:22])([CH3:21])[CH3:20])[OH:17])[O:14][C@@H:13]([N:24]2[CH:35]=[C:30]([C:31]([F:34])([F:33])[F:32])[C:28](=[O:29])[NH:27][C:25]2=[O:26])[CH2:12]1)=[O:10].C([O-])(O)=O.[Na+].[O-]S(S([O-])=O)=O.[Na+].[Na+].C(O[CH2:54][CH3:55])(=O)C>O>[CH3:25][N:24]1[CH:55]=[CH:54][CH2:11][C:12]([C:9]([C@@:11]2([OH:36])[C@@H:15]([CH:16]([C:18](=[O:23])[C:19]([CH3:20])([CH3:22])[CH3:21])[OH:17])[O:14][C@@H:13]([N:24]3[CH:35]=[C:30]([C:31]([F:32])([F:34])[F:33])[C:28](=[O:29])[NH:27][C:25]3=[O:26])[CH2:12]2)=[O:10])=[CH:13]1 |f:0.1,2.3,4.5.6|. Procedure details: To a stirring solution of 100 mg of the product of Example 106 in a mixture of 20 mL of water and 20 mL of ethyl acetate were added 64 mg of NaHCO3 and 115 mg of Na2S2O4 under N2 gas. The resultant mixture was stirred at room temperature for 1 hour, then the organic layer was separated and washed with water. The extract was dried over anhydrous Na2SO4 and evaporated in vacuo. The residue was triturated with a mixture of ether and n-hexane and the yellow needles which formed were collected by suc... Reactants: O (Water), Cl.OC1=CC=C(C=N1)NC(=O)C1=NC=CC=C1 (pyridine-2-carboxylic acid (6-hydroxy-pyridin-3-yl)-amide hydrochloride), CN(C(=O)Cl)C1=CC=CC=C1 (N-methyl-N-phenylcarbamoyl chloride), N12CCN(CC1)CC2 (1,4-diazabicyclo[2,2,2]octane). Solvent: CN(C=O)C (dimethylformamide), ClCCl (dichloromethane). Product: CN(C(O)=O)C1=CC=CC=C1 (Methyl-phenyl-carbamic acid). The yield is 126.3%. RXN SMILES: Cl.[OH:2]C1N=CC(NC(C2C=CC=CN=2)=O)=CC=1.[CH3:18][N:19]([C:23]1[CH:28]=[CH:27][CH:26]=[CH:25][CH:24]=1)[C:20](Cl)=[O:21].N12CCN(CC1)CC2.O>CN(C)C=O.ClCCl>[CH3:18][N:19]([C:23]1[CH:28]=[CH:27][CH:26]=[CH:25][CH:24]=1)[C:20](=[O:2])[OH:21] |f:0.1|. Reported procedure: A solution of pyridine-2-carboxylic acid (6-hydroxy-pyridin-3-yl)-amide hydrochloride (0.50 g, 1.99 mmol), N-methyl-N-phenylcarbamoyl chloride (0.44 g, 2.59 mmol) and 1,4-diazabicyclo[2,2,2]octane (0.54 g, 4.81 mmol) in dimethylformamide (15 mL) was stirred at room temperature for 1 hour. Water was added and the solids were isolated by suction, re-dissolved in dichloromethane. The solution was dried over sodium sulphate, filtered and evaporated in vacuo. The residue was purified by flash column ... Reactants: ClC=1C=C(C=CC1Cl)C1(CCCCC1)C(=O)NCC (1-(3,4-dichlorophenyl)-N-ethylcyclohexanecarboxamide), Cl (HCl). Product: ClC=1C=C(C=CC1Cl)C1(CCCCC1)CNCC (N-((1-(3,4-dichlorophenyl)cyclohexyl)-methyl)ethanamine), Cl.ClC=1C=C(C=CC1Cl)C1(CCCCC1)CNCC ((±) N-((1-(3,4-dichlorophenyl)cyclohexyl)-methyl)ethanamine hydrochloride). RXN SMILES: [Cl:1][C:2]1[CH:3]=[C:4]([C:9]2([C:15]([NH:17][CH2:18][CH3:19])=O)[CH2:14][CH2:13][CH2:12][CH2:11][CH2:10]2)[CH:5]=[CH:6][C:7]=1[Cl:8].[ClH:20]>>[Cl:1][C:2]1[CH:3]=[C:4]([C:9]2([CH2:15][NH:17][CH2:18][CH3:19])[CH2:14][CH2:13][CH2:12][CH2:11][CH2:10]2)[CH:5]=[CH:6][C:7]=1[Cl:8].[ClH:20].[Cl:1][C:2]1[CH:3]=[C:4]([C:9]2([CH2:15][NH:17][CH2:18][CH3:19])[CH2:14][CH2:13][CH2:12][CH2:11][CH2:10]2)[CH:5]=[CH:6][C:7]=1[Cl:8] |f:3.4|. Procedure details: The title compound was synthesized from 1-(3,4-dichlorophenyl)-N-ethylcyclohexanecarboxamide (86 mg, 0.286 mmol) using General Procedure E followed by HCl salt formation. The crude HCl salt was recrystallized from CH3CN (4.5 mL) to give pure (±) N-((1-(3,4-dichlorophenyl)cyclohexyl)-methyl)ethanamine hydrochloride as colorless crystals. HPLC Rt=8.90 min; 1H NMR (400 mHz, McOH-d4) 7.57 (d, J=2.2 Hz, 1H), 7.54 (d, J=8.43 Hz, 1H), 7.34 (dd, J=2.2, 8.43 Hz, 1H), 3.11 (s, 3H), 2.94-2.88 (q, 2H), 2.18... Starting materials: [Li]CCCC, CCOC(=O)CC1CC1, CC(C)NC(C)C, C[Si](C)(C)Cl, C1CCOC1. The product is CCOC(=CC1CC1)O[Si](C)(C)C. Reaction SMILES: [CH2:1]([Li:2])[CH2:3][CH2:4][CH3:5].[CH:13]1([CH2:16][C:17](=[O:18])[O:19][CH2:20][CH3:21])[CH2:14][CH2:15]1.[CH:6]([NH:7][CH:8]([CH3:9])[CH3:10])([CH3:11])[CH3:12].[Cl:22][Si:23]([CH3:24])([CH3:25])[CH3:26].[O:27]1[CH2:28][CH2:29][CH2:30][CH2:31]1>>[CH:13]1([CH:16]=[C:17]([O:18][Si:23]([CH3:24])([CH3:25])[CH3:26])[O:19][CH2:20][CH3:21])[CH2:14][CH2:15]1. Reactants: N1=CC=C(C=C1)CCCO (4-Pyridinepropanol), [H][H] (hydrogen). Reagents/catalysts: [Pd] (Palladium on carbon). The solvent is C(C)(=O)O (acetic acid). Product: N1CCC(CC1)CCCO (3-Piperidin-4-yl-propan-1-ol). RXN SMILES: [N:1]1[CH:6]=[CH:5][C:4]([CH2:7][CH2:8][CH2:9][OH:10])=[CH:3][CH:2]=1.[H][H]>C(O)(=O)C.[Pd]>[NH:1]1[CH2:6][CH2:5][CH:4]([CH2:7][CH2:8][CH2:9][OH:10])[CH2:3][CH2:2]1. Procedure: 4-Pyridinepropanol (10.0 g, 73 mmol) was dissolved in glacial acetic acid (50 mL). 10% Palladium on carbon (1.1 g) was added and the mixture hydrogenated under 50 psi hydrogen gas for 6 days. The mixture was filtered through Celite and the solvent removed by rotary evaporation. The crude product 3-piperidin-4-yl-propan-1-ol (acetic acid salt) was used as obtained. 1H NMR (500 MHz, CDCl3) □ 6.3 (br), 3.65 (2H, t), 3.36 (2H, m), 2.79 (2H, dt), 2.01 (3H, s), 1.85 (2H, m), 1.7-1.3 (7H, m).